Dataset: the Open Reaction Database (ORD), a public repository of structured organic reaction records. Task: describe an organic reaction: reactants, conditions, products, and yield Starting materials: NC=1C=CC(=C(C(=O)OCC)C1)C (ethyl 5-amino-2-methylbenzoate), Br (HBr), N(=O)[O-].[Na+] (Sodium nitrite), ice, Br (HBr). The reagents and catalysts are [Cu]Br (copper (I) bromide). Solvent: O (water), C(C)OCC (diethyl ether), O (water), O (water). Run at temperature 70 celsius, time 5 minute. Yields the product BrC=1C=CC(=C(C(=O)OCC)C1)C (ethyl 5-bromo-2-methylbenzoate). The yield is 69.0%. As a reaction SMILES: N[C:2]1[CH:3]=[CH:4][C:5]([CH3:13])=[C:6]([CH:12]=1)[C:7]([O:9][CH2:10][CH3:11])=[O:8].N([O-])=O.[Na+].[BrH:18]>O.C(OCC)C.[Cu]Br>[Br:18][C:2]1[CH:3]=[CH:4][C:5]([CH3:13])=[C:6]([CH:12]=1)[C:7]([O:9][CH2:10][CH3:11])=[O:8] |f:1.2|. Procedure: A mixture of ethyl 5-amino-2-methylbenzoate (1.50 g, 8.3 mmol) in 48% HBr (12 mL) and water (24 mL) was cooled with an ice-bath for 15 min. Sodium nitrite (0.59 g, 8.6 mmol) was then added dropwise as a solution in water (2 mL), and the resulting mixture stirred for 5 min. After this time, the mixture was added to an ice-cold mixture of copper (I) bromide (1.40 g, 9.90 mmol) in 48% HBr (5 mL) and water (12 mL). The resulting mixture was heated to 70° C. for 1 h. After this time, the reaction mix... Starting materials: O=C1C2CCCC(CN1)N2C(=O)OC(C)(C)C (tert-butyl 2-oxo-3,9-diazabicyclo[3.3.1]nonane-9-carboxylate), COC=1C=CC(=CC1)P2(=S)SP(=S)(S2)C=3C=CC(=CC3)OC (Lawesson's reagent). The solvent is C1CCOC1 (THF). Reaction conditions: time 8 hour. The product is S=C1C2CCCC(CN1)N2C(=O)OC(C)(C)C (tert-Butyl 2-thioxo-3,9-diazabicyclo[3.3.1]nonane-9-carboxylate). Yield: 144.4%. As a reaction SMILES: O=[C:2]1[NH:9][CH2:8][CH:7]2[N:10]([C:11]([O:13][C:14]([CH3:17])([CH3:16])[CH3:15])=[O:12])[CH:3]1[CH2:4][CH2:5][CH2:6]2.COC1C=CC(P2(SP(C3C=CC(OC)=CC=3)(=S)S2)=[S:27])=CC=1>C1COCC1>[S:27]=[C:2]1[NH:9][CH2:8][CH:7]2[N:10]([C:11]([O:13][C:14]([CH3:17])([CH3:16])[CH3:15])=[O:12])[CH:3]1[CH2:4][CH2:5][CH2:6]2. Procedure details: To a solution of tert-butyl 2-oxo-3,9-diazabicyclo[3.3.1]nonane-9-carboxylate (733 mg, 3.05 mmol) in THF (10 mL) was added Lawesson's reagent (700 mg, 1.68 mmol). The mixture was stirred at room temperature overnight and then concentrated in vacuo. The residue was dissolved in EtOAc and washed 3× with saturated aqueous NaHCO3 solution. The combined aqueous layers were extracted several times with EtOAc and the combined organic layers were dried over Na2SO4, filtered and concentrated in vacuo. Th... Reactants: OC1=CC=CC=2C[C@@H]3[C@@]4(CCC(C[C@@]4(C12)CCN3C)=O)O (4,14-dihydroxy-6-keto-N-methylmorphinan), C1(=CC=CC=C1)OC1=NN=NN1 (phenyltetrazolyl ether). The product is O[C@@]12CCC(C[C@]13C=1C=CC=CC1C[C@H]2N(CC3)C)=O (14-hydroxy-6-keto-N-methylmorphinan). RXN SMILES: O[C:2]1[C:15]2[C@:14]34[CH2:16][CH2:17][N:18]([CH3:19])[C@@H:8]([C@:9]3([OH:21])[CH2:10][CH2:11][C:12](=[O:20])[CH2:13]4)[CH2:7][C:6]=2[CH:5]=[CH:4][CH:3]=1.C1(OC2NN=NN=2)C=CC=CC=1>>[OH:21][C@:9]12[C@@H:8]3[N:18]([CH3:19])[CH2:17][CH2:16][C@:14]1([C:15]1[CH:2]=[CH:3][CH:4]=[CH:5][C:6]=1[CH2:7]3)[CH2:13][C:12](=[O:20])[CH2:11][CH2:10]2. Procedure: Conversion of 4,14-dihydroxy-6-keto-N-methylmorphinan into the phenyltetrazolyl ether followed procedures given in Example 1, and the removal of the phenyltetrazolyl ether group followed procedures given in Example 2, affording 14-hydroxy-6-keto-N-methylmorphinan, m.p. 143°-144°, [α]D26 --137.9 (c 0.94, CHCl3). Starting materials: C(CC1=CC=CC=C1)N1N=CC(=C1)C1=CN(C2=NC=C(C=C21)C=2C=NC(=CC2)N2CCNCC2)S(=O)(=O)C2=CC=C(C)C=C2 (3-(1-phenethyl-1H-pyrazol-4-yl)-5-(6-(piperazin-1-yl)pyridin-3-yl)-1-tosyl-1H-pyrrolo[2,3-b]pyridine), CCN(C(C)C)C(C)C (DIPEA), product, C[C@@H]1OC1 ((S)-2-methyloxirane). Run in C(C)O (ethanol). Product: C(CC1=CC=CC=C1)N1N=CC(=C1)C1=CN(C2=NC=C(C=C21)C=2C=CC(=NC2)N2CCN(CC2)C[C@H](C)O)S(=O)(=O)C2=CC=C(C)C=C2 ((S)-1-(4-(5-(3-(1-phenethyl-1H-pyrazol-4-yl)-1-tosyl-1H-pyrrolo[2,3-b]pyridin-5-yl)pyridin-2-yl) piperazin-1-yl)propan-2-ol). The yield is 86.3%. Reaction SMILES: [CH2:1]([N:9]1[CH:13]=[C:12]([C:14]2[C:22]3[C:17](=[N:18][CH:19]=[C:20]([C:23]4[CH:24]=[N:25][C:26]([N:29]5[CH2:34][CH2:33][NH:32][CH2:31][CH2:30]5)=[CH:27][CH:28]=4)[CH:21]=3)[N:16]([S:35]([C:38]3[CH:44]=[CH:43][C:41]([CH3:42])=[CH:40][CH:39]=3)(=[O:37])=[O:36])[CH:15]=2)[CH:11]=[N:10]1)[CH2:2][C:3]1[CH:8]=[CH:7][CH:6]=[CH:5][CH:4]=1.[CH3:45][C@H:46]1[CH2:48][O:47]1.CCN(C(C)C)C(C)C>C(O)C>[CH2:1]([N:9]1[CH:13]=[C:12]([C:14]2[C:22]3[C:17](=[N:18][CH:19]=[C:20]([C:23]4[CH:28]=[CH:27][C:26]([N:29]5[CH2:34][CH2:33][N:32]([CH2:45][C@@H:46]([OH:47])[CH3:48])[CH2:31][CH2:30]5)=[N:25][CH:24]=4)[CH:21]=3)[N:16]([S:35]([C:38]3[CH:39]=[CH:40][C:41]([CH3:42])=[CH:43][CH:44]=3)(=[O:36])=[O:37])[CH:15]=2)[CH:11]=[N:10]1)[CH2:2][C:3]1[CH:4]=[CH:5][CH:6]=[CH:7][CH:8]=1. Reported procedure: Using similar reaction conditions as described in step-i of example-82A, 3-(1-phenethyl-1H-pyrazol-4-yl)-5-(6-(piperazin-1-yl)pyridin-3-yl)-1-tosyl-1H-pyrrolo[2,3-b]pyridine (product of step 2 of example 140) (85 mg, 0.14 mmol) was alkylated using (S)-2-methyloxirane (10 mg, 0.169 mmol), DIPEA (22 mg, 0.169 mmol) and ethanol (3 mL) to get 80 mg (86%) of the titled compound. MS: m/z=662.3 (M+1). Reactants: O=C(CC(=O)NCC(=O)OC(C)(C)C)C (t-butyl 2-[N-(3-oxobutanoyl)amino]acetate), [N+](=O)([O-])C=1C=C(C=O)C=CC1 (3-nitrobenzaldehyde). The reagents and catalysts are C(C)(=O)O.N1CCCCC1 (piperidine acetate). Run in C(C)(C)O (isopropyl alcohol). Conditions: time 15 hour. Yields the product [N+](=O)([O-])C=1C=C(C=C(C(=O)NCC(=O)OC(C)(C)C)C(C)=O)C=CC1 (t-butyl 2-[N-[2-(3-nitrobenzylidene)-3-oxobutanoyl]amino]acetate). The yield is 85.0%. Reaction SMILES: [O:1]=[C:2]([CH3:15])[CH2:3][C:4]([NH:6][CH2:7][C:8]([O:10][C:11]([CH3:14])([CH3:13])[CH3:12])=[O:9])=[O:5].[N+:16]([C:19]1[CH:20]=[C:21]([CH:24]=[CH:25][CH:26]=1)[CH:22]=O)([O-:18])=[O:17]>C(O)(C)C.C(O)(=O)C.N1CCCCC1>[N+:16]([C:19]1[CH:20]=[C:21]([CH:24]=[CH:25][CH:26]=1)[CH:22]=[C:3]([C:2](=[O:1])[CH3:15])[C:4]([NH:6][CH2:7][C:8]([O:10][C:11]([CH3:14])([CH3:13])[CH3:12])=[O:9])=[O:5])([O-:18])=[O:17] |f:3.4|. Procedure: 9.821 g (45.6 mmol) of t-butyl 2-[N-(3-oxobutanoyl)amino]acetate and 6.891 g (45.6 mmol) of 3-nitrobenzaldehyde were suspended in 50 ml of isopropyl alcohol. With addition of 0.331 g (2.28 mmol) of piperidine acetate, the mixture was stirred for 15 hours. The above mixture was ice-cooled for one hour and the precipitated crystals were separated by filtration. The thus obtained crystals were washed with cooled isopropyl alcohol and dried under reduced pressure. The thus obtained crystals were rec... Reactants: C(C)(C)(C)OC(NC=1C(=NOC1)C1=CC=C(C=C1)C=O)=O ([3-(4-formyl-phenyl)-isoxazol-4-yl]-carbamic acid tert-butyl ester), CS(=O)(=O)C1=CC=C(N)C=C1 (4-methanesulfonylaniline), C(C)(=O)O[BH-](OC(C)=O)OC(C)=O.[Na+] (sodium trisacetoxy borohydride). Yields the product C(C)(C)(C)OC(NC=1C(=NOC1)C1=CC=C(C=C1)CNC1=CC=C(C=C1)S(=O)(=O)C)=O ((3-{4-[(4-methanesulfonyl-phenylamino)-methyl]-phenyl}-isoxazol-4-yl)-carbamic acid tert-butyl ester). Solvent: ClCCCl (1,2-dichloroethane). Reaction conditions: time 14 hour. RXN SMILES: [C:1]([O:5][C:6](=[O:21])[NH:7][C:8]1[C:9]([C:13]2[CH:18]=[CH:17][C:16]([CH:19]=O)=[CH:15][CH:14]=2)=[N:10][O:11][CH:12]=1)([CH3:4])([CH3:3])[CH3:2].[CH3:22][S:23]([C:26]1[CH:32]=[CH:31][C:29]([NH2:30])=[CH:28][CH:27]=1)(=[O:25])=[O:24].C(O[BH-](OC(=O)C)OC(=O)C)(=O)C.[Na+]>ClCCCl>[C:1]([O:5][C:6](=[O:21])[NH:7][C:8]1[C:9]([C:13]2[CH:18]=[CH:17][C:16]([CH2:19][NH:30][C:29]3[CH:28]=[CH:27][C:26]([S:23]([CH3:22])(=[O:25])=[O:24])=[CH:32][CH:31]=3)=[CH:15][CH:14]=2)=[N:10][O:11][CH:12]=1)([CH3:4])([CH3:3])[CH3:2] |f:2.3|. Reported procedure: To a solution of [3-(4-formyl-phenyl)-isoxazol-4-yl]-carbamic acid tert-butyl ester (30 mg, 0.1 mmol) and 4-methanesulfonylaniline (30 mg, 0.17 mmol) in 1,2-dichloroethane (1 mL) was added sodium trisacetoxy borohydride (50 mg, 0.23 mmol). The reaction mixture was stirred for 14 h and then loaded directly on a silica gel column. Elution with 33% hexane in ethyl acetate provided (3-{4-[(4-methanesulfonyl-phenylamino)-methyl]-phenyl}-isoxazol-4-yl)-carbamic acid tert-butyl ester as a waxy solid. T...